Dataset: the Open Reaction Database (ORD), a public repository of structured organic reaction records. Task: describe an organic reaction: reactants, conditions, products, and yield Starting materials: P(=O)(OCC)(OCC)Cl (diethyl chlorophosphate), ClC1=CC=C(C(=O)O)C=C1 (p-chlorobenzoic acid), C([O-])(O)=O.[Na+] (sodium bicarbonate), Cl.NC(C(=O)O)CC1C(NC2=CC=CC=C12)=O (2-amino-3-(Oxindol-3-yl)propionic acid hydrochloride). Solvent: O1CCCC1 (tetrahydrofuran), O1CCCC1 (tetrahydrofuran), O1CCCC1 (tetrahydrofuran), C(C)N(CC)CC (triethylamine). Yields the product ClC1=CC=C(C(=O)NC(C(=O)O)CC2C(NC3=CC=CC=C23)=O)C=C1 (2-(4-chlorobenzoylamino)-3-(oxindol-3-yl)propionic acid). RXN SMILES: Cl.[NH2:2][CH:3]([CH2:7][CH:8]1[C:16]2[C:11](=[CH:12][CH:13]=[CH:14][CH:15]=2)[NH:10][C:9]1=[O:17])[C:4]([OH:6])=[O:5].P(Cl)(OCC)(OCC)=O.[Cl:27][C:28]1[CH:36]=[CH:35][C:31]([C:32](O)=[O:33])=[CH:30][CH:29]=1.C(=O)(O)[O-].[Na+]>O1CCCC1.C(N(CC)CC)C>[Cl:27][C:28]1[CH:36]=[CH:35][C:31]([C:32]([NH:2][CH:3]([CH2:7][CH:8]2[C:16]3[C:11](=[CH:12][CH:13]=[CH:14][CH:15]=3)[NH:10][C:9]2=[O:17])[C:4]([OH:6])=[O:5])=[O:33])=[CH:30][CH:29]=1 |f:0.1,4.5|. Reported procedure: 1.14 Grams of 2-amino-3-(Oxindol-3-yl)propionic acid hydrochloride prepared in reference example 1, and 0.8 ml of triethylamine were suspended in 10 ml of tetrahydrofuran, then under stirring condition at a room temperature, a solution of 1.0 g of diethyl chlorophosphate with 10 ml of tetrahydrofuran was added dropwise thereto, and the reaction mixture was stirred at a room temperature for 3 hours. A solution of 1.0 g of p-chlorobenzoic acid with 10 ml of tetrahydrofuran was added dropwise to th... Reactants: ClC=1C=C2C(=NC=NC2=CC1C(=O)N1CCCC1)NC(CCC(=O)O)C1=NC2=C(N1C(=O)OC(C)(C)C)C=CC(=C2)Cl (6-chloro-4-[1-(1-tert.-butyloxycarbonyl-5-chloro-1H-benzimidazol-2-yl)-3-hydroxycarbonyl-propyl-amino]-7-(pyrrolidin-1-yl-carbonyl)-quinazoline), 2-amino-i-tert.-butyloxycarbonyl-piperidine, CN(C)C(=[N+](C)C)ON1C2=C(C=CC=C2)N=N1.[B-](F)(F)(F)F (TBTU), FC(C(=O)O)(F)F (trifluoroacetic acid), C(C)#N.O1CCCC1 (acetonitrile tetrahydrofuran). Product: ClC=1C=C2C(=NC=NC2=CC1C(=O)N1CCCC1)NC(CCC(=O)NC1NCCCC1)C1=NC2=C(N1)C=CC(=C2)Cl (6-chloro-4-[1-(5-chloro-1H-benzimidazol-2-yl)-3-(N-piperidin-2-yl-aminocarbonyl)-propyl-amino]-7-(pyrrolidin-1-yl-carbonyl)-quinazoline). As a reaction SMILES: [Cl:1][C:2]1[CH:3]=[C:4]2[C:9](=[CH:10][C:11]=1[C:12]([N:14]1[CH2:18][CH2:17][CH2:16][CH2:15]1)=[O:13])[N:8]=[CH:7][N:6]=[C:5]2[NH:19][CH:20]([C:26]1[N:30](C(OC(C)(C)C)=O)[C:29]2[CH:38]=[CH:39][C:40]([Cl:42])=[CH:41][C:28]=2[N:27]=1)[CH2:21][CH2:22][C:23](O)=[O:24].CN(C(ON1N=[N:58][C:53]2[CH:54]=[CH:55][CH:56]=[CH:57]C1=2)=[N+](C)C)C.[B-](F)(F)(F)F.FC(F)(F)C(O)=O.C(#[N:74])C.O1CCCC1>>[Cl:1][C:2]1[CH:3]=[C:4]2[C:9](=[CH:10][C:11]=1[C:12]([N:14]1[CH2:15][CH2:16][CH2:17][CH2:18]1)=[O:13])[N:8]=[CH:7][N:6]=[C:5]2[NH:19][CH:20]([C:26]1[NH:30][C:29]2[CH:38]=[CH:39][C:40]([Cl:42])=[CH:41][C:28]=2[N:27]=1)[CH2:21][CH2:22][C:23]([NH:74][CH:53]1[CH2:54][CH2:55][CH2:56][CH2:57][NH:58]1)=[O:24] |f:1.2,4.5|. Reported procedure: Prepared analogously to Example 61 from 6-chloro-4-[1-(1-tert.-butyloxycarbonyl-5-chloro-1H-benzimidazol-2-yl)-3-hydroxycarbonyl-propyl-amino]-7-(pyrrolidin-1-yl-carbonyl)-quinazoline and 2-amino-i-tert.-butyloxycarbonyl-piperidine with TBTU in acetonitrile/tetrahydrofuran and subsequent reaction with trifluoroacetic acid. The reactants are CCOC(=O)CBr, CC(C)(C)OC(=O)N1CCc2[nH]c3cc(Cl)cc(Cl)c3c2CC1, [H-], [Na+], CN(C)C=O. RXN SMILES: [Br:26][CH2:27][C:28](=[O:29])[O:30][CH2:31][CH3:32].[Cl:3][c:4]1[cH:5][c:6]([Cl:25])[c:7]2[c:8]3[c:9]([nH:10][c:11]2[cH:12]1)[CH2:13][CH2:14][N:15]([C:18](=[O:19])[O:20][C:21]([CH3:22])([CH3:23])[CH3:24])[CH2:16][CH2:17]3.[H-:1].[Na+:2].[O:33]=[CH:34][N:35]([CH3:36])[CH3:37]>>[Cl:3][c:4]1[cH:5][c:6]([Cl:25])[c:7]2[c:8]3[c:9]([n:10]([CH2:27][C:28](=[O:29])[O:30][CH2:31][CH3:32])[c:11]2[cH:12]1)[CH2:13][CH2:14][N:15]([C:18](=[O:19])[O:20][C:21]([CH3:22])([CH3:23])[CH3:24])[CH2:16][CH2:17]3. Product: CCOC(=O)Cn1c2c(c3c(Cl)cc(Cl)cc31)CCN(C(=O)OC(C)(C)C)CC2. The reactants are C1CCOC1, CCOC(C)=O, Cl, COC(=O)c1cccc2c1c1c(O)cccc1n2Cc1cccc(OC(F)(F)F)c1, [NH4+], [OH-]. Product: NC(=O)c1cccc2c1c1c(O)cccc1n2Cc1cccc(OC(F)(F)F)c1. Reaction SMILES: [CH2:34]1[O:35][CH2:36][CH2:37][CH2:38]1.[CH3:39][CH2:40][O:41][C:42](=[O:43])[CH3:44].[ClH:31].[F:1][C:2]([O:3][c:4]1[cH:5][c:6]([CH2:10][n:11]2[c:12]3[cH:13][cH:14][cH:15][c:16]([C:25](=[O:26])[O:27][CH3:28])[c:17]3[c:18]3[c:19]([OH:24])[cH:20][cH:21][cH:22][c:23]23)[cH:7][cH:8][cH:9]1)([F:29])[F:30].[NH4+:32].[OH-:33]>>[F:1][C:2]([O:3][c:4]1[cH:5][c:6]([CH2:10][n:11]2[c:12]3[cH:13][cH:14][cH:15][c:16]([C:25](=[O:26])[NH2:32])[c:17]3[c:18]3[c:19]([OH:24])[cH:20][cH:21][cH:22][c:23]23)[cH:7][cH:8][cH:9]1)([F:29])[F:30]. Starting materials: C(C1=CC=CC=C1)OC(CC(C(=O)O)N1C=NC(=C1)C1=CC=C(C=C1)C1=CC=CC=C1)=O (2-(4-biphenyl-4-yl-imidazol-1-yl)succinic acid 4-benzyl ester), N[C@@H]1C(NCCCCCCN2C=3C=CC=CC3C(C1)=C2)=O ((10S)-10-amino-9-oxo-1,8-diazatricyclo[10.6.1.013,18 ]nonadeca-12(19),13(18),14,16-tetraene), CCN=C=NCCCN(C)C (EDCI), C=1C=CC2=C(C1)N=NN2O (HOBT), CN1CCOCC1 (N-methylmorpholine). Reagents/catalysts: CN(C)C=1C=CN=CC1 (DMAP). Run in CCOC(=O)C (EtOAc), CN(C)C=O (DMF). Conditions: time 8 hour. Yields the product C(C1=CC=CC=C1)OC(C(CC(=O)N)C1C(NCCCCCCN2C=3C=CC=CC3C(C1)=C2)=O)=O (9-oxo-1,8-diazatricyclo[10.6.1.013,18 ]nonadeca-12(19),13(18),14,16-tetraen-10-yl-succinamic acid benzyl ester). RXN SMILES: [CH2:1]([O:8][C:9](=[O:32])[CH2:10][CH:11](N1C=C(C2C=CC(C3C=CC=CC=3)=CC=2)N=C1)[C:12](O)=[O:13])[C:2]1[CH:7]=[CH:6][CH:5]=[CH:4][CH:3]=1.N[C@H:34]1[CH2:51][C:50]2=[CH:52][N:43]([C:44]3[CH:45]=[CH:46][CH:47]=[CH:48][C:49]=32)[CH2:42][CH2:41][CH2:40][CH2:39][CH2:38][CH2:37][NH:36][C:35]1=[O:53].CC[N:56]=C=NCCCN(C)C.C1C=CC2N(O)N=NC=2C=1.CN1CCOCC1>CN(C1C=CN=CC=1)C.CN(C=O)C.CCOC(C)=O>[CH2:1]([O:8][C:9](=[O:32])[CH:10]([CH:34]1[CH2:51][C:50]2=[CH:52][N:43]([C:44]3[CH:45]=[CH:46][CH:47]=[CH:48][C:49]=32)[CH2:42][CH2:41][CH2:40][CH2:39][CH2:38][CH2:37][NH:36][C:35]1=[O:53])[CH2:11][C:12]([NH2:56])=[O:13])[C:2]1[CH:7]=[CH:6][CH:5]=[CH:4][CH:3]=1. Procedure details: A mixture of 2-(4-biphenyl-4-yl-imidazol-1-yl)succinic acid 4-benzyl ester (450 mg, 1.05 mmol), (10S)-10-amino-9-oxo-1,8-diazatricyclo[10.6.1.013,18 ]nonadeca-12(19),13(18),14,16-tetraene (284 mg, 0.95 mmol), EDCI (302 mg, 1.5 mmol), HOBT (142 mg, 1.05 mmol), N-methylmorpholine (0.14 mL) and DMAP (50 mg) in DMF (10 mL) was stirred at room temperature overnight. The solution was diluted with 100 mL of EtOAc and washed with brine and saturated NaHCO3 and dried. The crude product obtained after rem...